Task: describe an organic reaction: reactants, conditions, products, and yield. Dataset: the Open Reaction Database (ORD), a public repository of structured organic reaction records The reactants are BrC1=CC(=C(C=C1)O)C (4-Bromo-2-methylphenol), Cl.ClCCN1CCCC1 (1-(2-chloroethyl)pyrrolidine HCl), C(=O)([O-])[O-].[K+].[K+] (K2CO3). Run in CN(C)C=O (DMF). The product is N1(CCCC1)CCOC1=C(C=C(C=C1)Br)C (4-Bromo-2-methylphenyl 2-(1-Pyrrolidinyl)ethyl Ether). Reaction SMILES: [Br:1][C:2]1[CH:7]=[CH:6][C:5]([OH:8])=[C:4]([CH3:9])[CH:3]=1.Cl.Cl[CH2:12][CH2:13][N:14]1[CH2:18][CH2:17][CH2:16][CH2:15]1.C([O-])([O-])=O.[K+].[K+]>CN(C=O)C>[N:14]1([CH2:13][CH2:12][O:8][C:5]2[CH:6]=[CH:7][C:2]([Br:1])=[CH:3][C:4]=2[CH3:9])[CH2:18][CH2:17][CH2:16][CH2:15]1 |f:1.2,3.4.5|. Reported procedure: 4-Bromo-2-methylphenol (10 g, 53.5 mmol) and 1-(2-chloroethyl)pyrrolidine HCl (11 g, 64.7 mmol) were heated at 80° C. in 500 mL of DMF in the presence of K2CO3 (22 g, 159.2 mmol) for 16 h. After cooling, the crude product was filtered and concentrated in vacuo. The brown oily residue was purified by PrepLC (SiO2; gradient of 90:8:2 to 85:10:5 hexanes-THF-TEA) to afford 11.25 g (39.6 mmol; 74%) of the title compound as a clear, colorless oil. Starting materials: N#CCBr, Oc1ccc(C(=C2CCCCCC2)c2ccc(O)cc2)cc1, CC(C)=O, [K+], [K+], O=C([O-])[O-]. Product: N#CCOc1ccc(C(=C2CCCCCC2)c2ccc(O)cc2)cc1. RXN SMILES: [Br:29][CH2:30][C:31]#[N:32].[C:1]1(=[C:8]([c:9]2[cH:10][cH:11][c:12]([OH:15])[cH:13][cH:14]2)[c:16]2[cH:17][cH:18][c:19]([OH:22])[cH:20][cH:21]2)[CH2:2][CH2:3][CH2:4][CH2:5][CH2:6][CH2:7]1.[CH3:33][C:34](=[O:35])[CH3:36].[K+:23].[K+:24].[O-:25][C:26]([O-:27])=[O:28]>>[C:1]1(=[C:8]([c:9]2[cH:10][cH:11][c:12]([OH:15])[cH:13][cH:14]2)[c:16]2[cH:17][cH:18][c:19]([O:22][CH2:30][C:31]#[N:32])[cH:20][cH:21]2)[CH2:2][CH2:3][CH2:4][CH2:5][CH2:6][CH2:7]1. The reactants are FC1=CC=C(C=C1)C1=NC(NC2=C1CCC2)=O (4-(4-fluorophenyl)-1,5,6,7-tetrahydro-2H-cyclopentapyrimidin-2-one), P(=O)(Cl)(Cl)Cl (phosphorus oxychloride), ice water. Run in C(Cl)(Cl)Cl (chloroform). Reaction conditions: time 30 minute. The product is ClC1=NC2=C(C(=N1)C1=CC=C(C=C1)F)CCC2 (2-chloro-4-(4-fluorophenyl)-6,7-dihydro-5H-cyclopentapyrimidine). RXN SMILES: [F:1][C:2]1[CH:7]=[CH:6][C:5]([C:8]2[C:13]3[CH2:14][CH2:15][CH2:16][C:12]=3[NH:11][C:10](=O)[N:9]=2)=[CH:4][CH:3]=1.P(Cl)(Cl)([Cl:20])=O>C(Cl)(Cl)Cl>[Cl:20][C:10]1[N:9]=[C:8]([C:5]2[CH:6]=[CH:7][C:2]([F:1])=[CH:3][CH:4]=2)[C:13]2[CH2:14][CH2:15][CH2:16][C:12]=2[N:11]=1. Reported procedure: To 4-(4-fluorophenyl)-1,5,6,7-tetrahydro-2H-cyclopentapyrimidin-2-one (14.3 g) is added phosphorus oxychloride (60 ml), and the mixture is refluxed for 5 hours. After cooling, the reaction mixture is diluted with chloroform (100 ml), and the mixture is added dropwise to ice-water over a period of 20 minutes. After the mixture is stirred for 30 minutes, the organic layer is separated, washed with water, dried over anhydrous sodium sulfate, and the solvent is distilled off under reduced pressure. ... The reactants are CC(=O)c1c(C)c[nH]c1C, C1CCOC1, [Na+], [Na+], O=C1CCC(=O)N1Br, O=S([O-])[O-]. The product is CC(=O)c1c(C)[nH]c(Br)c1C. Reaction SMILES: [C:1]([CH3:2])(=[O:3])[c:4]1[c:5]([CH3:10])[nH:6][cH:7][c:8]1[CH3:9].[CH2:25]1[O:26][CH2:27][CH2:28][CH2:29]1.[Na+:23].[Na+:24].[O:11]=[C:12]1[N:13]([Br:18])[C:14](=[O:15])[CH2:16][CH2:17]1.[S:19]([O-:20])([O-:21])=[O:22]>>[C:1]([CH3:2])(=[O:3])[c:4]1[c:5]([CH3:10])[nH:6][c:7]([Br:18])[c:8]1[CH3:9]. Reactants: ClC1=C(C=2N(C(NC(C2C2CC2)=O)=O)C=C1F)OC (6-Chloro-4-cyclopropyl-7-fluoro-5-methoxypyrido[1,2-c]pyrimidine-1,3-dione), [N+](=O)([O-])C1=C(C=CC(=C1)[N+](=O)[O-])NO (2,4-dinitrophenylhydroxylamine). Yields the product NN1C(N2C(=C(C1=O)C1CC1)C(=C(C(=C2)F)Cl)OC)=O (2-Amino-6-chloro-4-cyclopropyl-7-fluoro-5-methoxypyrido[1,2-c]pyrimidine-1,3-dione). The yield is 71.5%. RXN SMILES: [Cl:1][C:2]1[C:16]([F:17])=[CH:15][N:5]2[C:6](=[O:14])[NH:7][C:8](=[O:13])[C:9]([CH:10]3[CH2:12][CH2:11]3)=[C:4]2[C:3]=1[O:18][CH3:19].[N+:20](C1C=C([N+]([O-])=O)C=CC=1NO)([O-])=O>>[NH2:20][N:7]1[C:8](=[O:13])[C:9]([CH:10]2[CH2:11][CH2:12]2)=[C:4]2[C:3]([O:18][CH3:19])=[C:2]([Cl:1])[C:16]([F:17])=[CH:15][N:5]2[C:6]1=[O:14]. Procedure: The title compound (0.09 g) was prepared from 6-chloro-4-cyclopropyl-7-fluoro-5-methoxypyrido[1,2-c]pyrimidine-1,3-dione (0.12 g, 0.42 mmol [Example 11]) and 2,4-dinitrophenylhydroxylamine (0.11 g, 0.5 mmol) using the procedure used to prepare Example 3. 1H NMR (400 MHz, CDCl3) δ 8.17 (d, 1H), 5.52 (bs, 2H), 3.84 (s, 3H), 1.90-1.82 (m, 1H), 1.07-1.00 (m, 2H), 0.62-0.55 (m, 2H). MSCI: m/z 300 (MH+).